The task is: describe an organic reaction: reactants, conditions, products, and yield. This data is from the Open Reaction Database (ORD), a public repository of structured organic reaction records. Reactants: C1CCOC1, CCOC(=O)CC1CCCc2c1ccn2C, [Na+], [OH-]. Product: Cn1ccc2c1CCCC2CCO. Reaction SMILES: [CH2:19]1[O:20][CH2:21][CH2:22][CH2:23]1.[CH3:1][n:2]1[cH:3][cH:4][c:5]2[c:10]1[CH2:9][CH2:8][CH2:7][CH:6]2[CH2:11][C:12](=[O:13])[O:14][CH2:15][CH3:16].[Na+:18].[OH-:17]>>[CH3:1][n:2]1[cH:3][cH:4][c:5]2[c:10]1[CH2:9][CH2:8][CH2:7][CH:6]2[CH2:11][CH2:12][OH:13].